From a dataset of the Open Reaction Database (ORD), a public repository of structured organic reaction records. describe an organic reaction: reactants, conditions, products, and yield Starting materials: O=C([O-])[O-], ClCCl, [Na+], [Na+], O=C(OO)c1cccc(Cl)c1, CC(C)(C)OC(=O)NCC1COCc2nc3cnc4ccccc4c3n21. The product is CC(C)(C)OC(=O)NCC1COCc2nc3c[n+]([O-])c4ccccc4c3n21. Reaction SMILES: [C:38](=[O:39])([O-:40])[O-:41].[Cl:44][CH2:45][Cl:46].[Na+:42].[Na+:43].[OH:27][O:28][C:29]([c:30]1[cH:31][c:32]([Cl:33])[cH:34][cH:35][cH:36]1)=[O:37].[cH:1]1[c:2]2[c:3]3[c:4]([cH:5][n:6][c:7]2[cH:8][cH:9][cH:10]1)[n:11][c:12]1[n:13]3[CH:14]([CH2:18][NH:19][C:20]([O:21][C:22]([CH3:23])([CH3:24])[CH3:25])=[O:26])[CH2:15][O:16][CH2:17]1>>[cH:1]1[c:2]2[c:3]3[c:4]([cH:5][n+:6]([O-:27])[c:7]2[cH:8][cH:9][cH:10]1)[n:11][c:12]1[n:13]3[CH:14]([CH2:18][NH:19][C:20]([O:21][C:22]([CH3:23])([CH3:24])[CH3:25])=[O:26])[CH2:15][O:16][CH2:17]1. Starting materials: [Si](C)(C)(C)I (TMSI), CC1(C2=C(NC(CC1)=O)C=C(C=C2)[N+](=O)[O-])C (5,5-Dimethyl-8-nitro-1,3,4,5-tetrahydro-benzo[b]azepin-2-one), C(Cl)Cl (Methylene chloride), II (Iodine), CN(C)CCN(C)C (TMEDA). Conditions: temperature 0 celsius, time 60 minute. Yields the product IC1C(NC2=C(C(C1)(C)C)C=CC(=C2)[N+](=O)[O-])=O (3-Iodo-5,5-dimethyl-8-nitro-1,3,4,5-tetrahydro-1-benzazepin-2-one). Reaction SMILES: [CH3:1][C:2]1([CH3:17])[CH2:8][CH2:7][C:6](=[O:9])[NH:5][C:4]2[CH:10]=[C:11]([N+:14]([O-:16])=[O:15])[CH:12]=[CH:13][C:3]1=2.C(Cl)Cl.CN(CCN(C)C)C.[Si]([I:33])(C)(C)C.II>>[I:33][CH:7]1[CH2:8][C:2]([CH3:17])([CH3:1])[C:3]2[CH:13]=[CH:12][C:11]([N+:14]([O-:16])=[O:15])=[CH:10][C:4]=2[NH:5][C:6]1=[O:9]. Procedure details: 5,5-Dimethyl-8-nitro-1,3,4,5-tetrahydro-benzo[b]azepin-2-one (4.00 g, 0.0171 mol) in Methylene chloride (54 mL, 0.84 mol) was cooled to 0° C., treated with TMEDA (7.73 mL, 0.05 mol) then treated dropwise with TMSI (7.29 mL, 0.05 mol). The mixture was stirred at 0° C. for 60 min after which solid Iodine (6.50 g, 0.0256 mol) was added in one portion and the mixture stirred at 0° C. for 60 min. The reaction was quenched with 10% Na2S2O3. Title compound isolated as a beige solid. (5.43 g, 88%) LCMS ... Starting materials: N(=O)[O-].[Na+] (sodium nitrite), NC1=NC(=CC(=N1)OCC1CC=CCC1)N (2,6-diamino-4-cyclohex-3-enylmethyloxypyrimidine), starch iodide. Solvent: C(C)(=O)O (acetic acid). Product: NC1=NC(=C(C(=N1)OCC1CC=CCC1)N=O)N (2,6-Diamino-4-cyclohex-3-enylmethyloxy-5-nitrosopyrimidine). Reaction SMILES: [NH2:1][C:2]1[N:7]=[C:6]([O:8][CH2:9][CH:10]2[CH2:15][CH2:14][CH:13]=[CH:12][CH2:11]2)[CH:5]=[C:4]([NH2:16])[N:3]=1.[N:17]([O-])=[O:18].[Na+]>C(O)(=O)C>[NH2:1][C:2]1[N:7]=[C:6]([O:8][CH2:9][CH:10]2[CH2:15][CH2:14][CH:13]=[CH:12][CH2:11]2)[C:5]([N:17]=[O:18])=[C:4]([NH2:16])[N:3]=1 |f:1.2|. Reported procedure: A solution of 2,6-diamino-4-cyclohex-3-enylmethyloxypyrimidine (0.5 g, 2.27 mmol) in 30% acetic acid solution was heated to 80° C., and sodium nitrite solution (0.22 g, 3.19 mmol, in 10 ml H2O) was added dropwise over 1 h until excess oxidant was in evidence (starch-iodide paper). The reaction mixture was cooled to room temperature and the resultant violet crystals were collected, washed thoroughly with water and dried (0.52 g, 92%), m.p. 237° C.; δH (200 MHz, d6-DMSO) 1.51-2.19 (7H, m, C6H7), 4... Reactants: C(C)(C)(C)OC(=O)N1CCN(CC1)C1=NC(=NC(=C1)C1=CC(=CC=C1)C(F)(F)F)C#N (4-(4-tert-butoxycarbonyl-piperazin-1-yl)-6-(3-trifluoromethyl-phenyl)-pyrimidine-2-carbonitrile), FC(C(=O)O)(F)F (trifluoroacetic acid). Solvent: ClCCl (dichloromethane). Reaction conditions: time 2 hour. Product: FC(C(=O)O)(F)F.N1(CCNCC1)C1=NC(=NC(=C1)C1=CC(=CC=C1)C(F)(F)F)C#N (4-(piperazin-1-yl)-6-(3-trifluoromethylphenyl)-pyrimidine-2-carbonitrile trifluoroacetic acid salt), FC(C(=O)O)(F)F (trifluoroacetic acid). As a reaction SMILES: C(OC([N:8]1[CH2:13][CH2:12][N:11]([C:14]2[CH:19]=[C:18]([C:20]3[CH:25]=[CH:24][CH:23]=[C:22]([C:26]([F:29])([F:28])[F:27])[CH:21]=3)[N:17]=[C:16]([C:30]#[N:31])[N:15]=2)[CH2:10][CH2:9]1)=O)(C)(C)C.[F:32][C:33]([F:38])([F:37])[C:34]([OH:36])=[O:35]>ClCCl>[F:32][C:33]([F:38])([F:37])[C:34]([OH:36])=[O:35].[N:11]1([C:14]2[CH:19]=[C:18]([C:20]3[CH:25]=[CH:24][CH:23]=[C:22]([C:26]([F:27])([F:28])[F:29])[CH:21]=3)[N:17]=[C:16]([C:30]#[N:31])[N:15]=2)[CH2:10][CH2:9][NH:8][CH2:13][CH2:12]1.[F:32][C:33]([F:38])([F:37])[C:34]([OH:36])=[O:35] |f:3.4|. Procedure details: To a stirring solution of 4-(4-tert-butoxycarbonyl-piperazin-1-yl)-6-(3-trifluoromethyl-phenyl)-pyrimidine-2-carbonitrile (50 mg) in dichloromethane (1 ml) was added trifluoroacetic acid (250 μl). The resulting solution was stirred at room temperature for 2 hrs. Reaction mixture was concentrated in vacuo and the residue was dissolved in acetonitrile and purified using the prep-HPLC to give the title compound trifluoroacetic acid salt as a white solid (6 mg).